describe an organic reaction: reactants, conditions, products, and yield From a dataset of the Open Reaction Database (ORD), a public repository of structured organic reaction records. The reactants are ClC1=C(C=NC=C1C#N)C1=CC(=C(C=C1)OC)OCCOC (4-chloro-5-[4-methoxy-3-(2-methoxyethoxy)phenyl]-nicotinonitrile), NC1=C2C=CNC2=CC=C1 (4-aminoindole), CN(C)C1=CC=CC=C1C2=CC=CC=C2P(C3CCCCC3)C4CCCCC4 (DavePhos), [O-]P(=O)([O-])[O-].[K+].[K+].[K+] (K3PO4). The reagents and catalysts are C=1C=CC(=CC1)/C=C/C(=O)/C=C/C2=CC=CC=C2.C=1C=CC(=CC1)/C=C/C(=O)/C=C/C2=CC=CC=C2.C=1C=CC(=CC1)/C=C/C(=O)/C=C/C2=CC=CC=C2.[Pd].[Pd] (Pd2(dba)3). Solvent: COCCOC (ethylene glycol dimethyl ether). Run at temperature 90 celsius. Product: N1C=CC2=C(C=CC=C12)NC1=C(C=NC=C1C#N)C1=CC(=C(C=C1)OC)OCCOC (4-(1H-indol-4-ylamino)-5-[4-methoxy-3-(2-methoxyethoxy)phenyl]nicotinonitrile). Yield: 32.8%. RXN SMILES: Cl[C:2]1[C:7]([C:8]#[N:9])=[CH:6][N:5]=[CH:4][C:3]=1[C:10]1[CH:15]=[CH:14][C:13]([O:16][CH3:17])=[C:12]([O:18][CH2:19][CH2:20][O:21][CH3:22])[CH:11]=1.[NH2:23][C:24]1[CH:32]=[CH:31][CH:30]=[C:29]2[C:25]=1[CH:26]=[CH:27][NH:28]2.CN(C1C(C2C(P(C3CCCCC3)C3CCCCC3)=CC=CC=2)=CC=CC=1)C.[O-]P([O-])([O-])=O.[K+].[K+].[K+]>COCCOC.C1C=CC(/C=C/C(/C=C/C2C=CC=CC=2)=O)=CC=1.C1C=CC(/C=C/C(/C=C/C2C=CC=CC=2)=O)=CC=1.C1C=CC(/C=C/C(/C=C/C2C=CC=CC=2)=O)=CC=1.[Pd].[Pd]>[NH:28]1[C:29]2[C:25](=[C:24]([NH:23][C:2]3[C:7]([C:8]#[N:9])=[CH:6][N:5]=[CH:4][C:3]=3[C:10]3[CH:15]=[CH:14][C:13]([O:16][CH3:17])=[C:12]([O:18][CH2:19][CH2:20][O:21][CH3:22])[CH:11]=3)[CH:32]=[CH:31][CH:30]=2)[CH:26]=[CH:27]1 |f:3.4.5.6,8.9.10.11.12|. Reported procedure: To a stirred solution of 4-chloro-5-[4-methoxy-3-(2-methoxyethoxy)phenyl]-nicotinonitrile (100 mg, 0.313 mmol), 4-aminoindole (62 mg, 0.47 mmol), DavePhos (37 mg, 0.094 mmol), and K3PO4 (99.8 mg, 0.47 mmol) in 4 mL of anhydrous ethylene glycol dimethyl ether was added Pd2(dba)3 (28.7 mg, 0.031 mmol). The mixture was heated to 90° C. for 2 h, then cooled, filtered through celite, concentrated in vacuo, and crystallized by tritration with ether/hexane to yield 42.5 mg (33% yield) of the title comp... Reactants: O=C([O-])[O-], O=C(OCc1ccccc1)ON1C(=O)CCC1=O, C1COCCO1, CCOC(C)=O, Cl, COC(=O)C12CCC(N)(CC1)CC2, [Na+], [Na+], O. The product is COC(=O)C12CCC(NC(=O)OCc3ccccc3)(CC1)CC2. As a reaction SMILES: [C:15](=[O:16])([O-:17])[O-:18].[C:21]([O:22][CH2:23][c:24]1[cH:25][cH:26][cH:27][cH:28][cH:29]1)([O:30][N:32]1[C:33](=[O:34])[CH2:35][CH2:36][C:37]1=[O:38])=[O:31].[CH2:39]1[O:40][CH2:41][CH2:42][O:43][CH2:44]1.[CH3:46][CH2:47][O:48][C:49]([CH3:50])=[O:51].[ClH:1].[NH2:2][C:3]12[CH2:4][CH2:5][C:6]([C:11](=[O:12])[O:13][CH3:14])([CH2:7][CH2:8]1)[CH2:9][CH2:10]2.[Na+:19].[Na+:20].[OH2:45]>>[NH:2]([C:3]12[CH2:4][CH2:5][C:6]([C:11](=[O:12])[O:13][CH3:14])([CH2:7][CH2:8]1)[CH2:9][CH2:10]2)[C:21]([O:22][CH2:23][c:24]1[cH:25][cH:26][cH:27][cH:28][cH:29]1)=[O:30]. Reactants: ClCC1(OC1)COC1=CC=C(C=C1)Cl (2-chloromethyl-2-(4-chlorophenoxymethyl)-oxirane), N1N=CN=C1 (1,2,4-triazole), C([O-])([O-])=O.[K+].[K+] (potassium carbonate). The solvent is CC(=O)C (acetone). Product: ClC1=CC=C(OCC(CN2N=CN=C2)(CN2N=CN=C2)O)C=C1 (2-(4-chlorophenoxymethyl)-1,3-di(1,2,4-triazol-1-yl)-2-hydroxypropane), ClC1=CC=C(OCC(CN2N=CN=C2)(CN2C=NN=C2)O)C=C1 (2-(4-chlorophenoxymethyl)-2-hydroxy-1-(1,2,4-triazol-1-yl)-3-(1,2,4-triazol-4-yl)-propane). Yield: 15.0%. Reaction SMILES: Cl[CH2:2][C:3]1([CH2:6][O:7][C:8]2[CH:13]=[CH:12][C:11]([Cl:14])=[CH:10][CH:9]=2)[CH2:5][O:4]1.[NH:15]1[CH:19]=[N:18][CH:17]=[N:16]1.C(=O)([O-])[O-].[K+].[K+]>CC(C)=O>[Cl:14][C:11]1[CH:12]=[CH:13][C:8]([O:7][CH2:6][C:3]([OH:4])([CH2:5][N:15]2[CH:19]=[N:18][CH:17]=[N:16]2)[CH2:2][N:15]2[CH:19]=[N:18][CH:17]=[N:16]2)=[CH:9][CH:10]=1.[Cl:14][C:11]1[CH:12]=[CH:13][C:8]([O:7][CH2:6][C:3]([OH:4])([CH2:5][N:18]2[CH:17]=[N:16][N:15]=[CH:19]2)[CH2:2][N:15]2[CH:19]=[N:18][CH:17]=[N:16]2)=[CH:9][CH:10]=1 |f:2.3.4|. Procedure: 9.4 g (0.04 mole) of 2-chloromethyl-2-(4-chlorophenoxymethyl)-oxirane are added dropwise to a mixture of 13.6 g (0.2 mole) of 1,2,4-triazole and 13.8 g (0.1 mole) of potassium carbonate in 200 ml of acetone, while stirring. The reaction mixture is stirred at room temperature for 15 hours and then under reflux for 22 hours. It is then filtered cold and the filtrate is concentrated in vacuo. The oily residue is dissolved in chloroform and the solution is washed with water, dried over sodium sulpha... Starting materials: O1C(CCCC1)ONC1=NC=C(C(=N1)NOC1OCCCC1)CC1=CC(=C(C(=C1)OC)OC)OC (2,4-bis-[(tetrahydropyran-2-yloxy)-amino]-5-(3,4,5-trimethoxybenzyl)-pyrimidine), [OH-].[Na+] (sodium hydroxide). Run in C(Cl)Cl (methylene chloride), Cl (hydrochloric acid), C(Cl)Cl (methylene chloride). Yields the product O1C(CCCC1)ONC1=NC=C(C(=N1)NO)CC1=CC(=C(C(=C1)OC)OC)OC (2-[(tetrahydropyran-2-yloxy)-amino]-4-(hydroxyamino)-5-(3,4,5-trimethoxybenzyl)-pyrimidine). Reaction SMILES: [O:1]1[CH2:6][CH2:5][CH2:4][CH2:3][CH:2]1[O:7][NH:8][C:9]1[N:14]=[C:13]([NH:15][O:16]C2CCCCO2)[C:12]([CH2:23][C:24]2[CH:29]=[C:28]([O:30][CH3:31])[C:27]([O:32][CH3:33])=[C:26]([O:34][CH3:35])[CH:25]=2)=[CH:11][N:10]=1.[OH-].[Na+]>Cl.C(Cl)Cl>[O:1]1[CH2:6][CH2:5][CH2:4][CH2:3][CH:2]1[O:7][NH:8][C:9]1[N:14]=[C:13]([NH:15][OH:16])[C:12]([CH2:23][C:24]2[CH:29]=[C:28]([O:30][CH3:31])[C:27]([O:32][CH3:33])=[C:26]([O:34][CH3:35])[CH:25]=2)=[CH:11][N:10]=1 |f:1.2|. Procedure details: 3.8 g of 2,4-bis-[(tetrahydropyran-2-yloxy)-amino]-5-(3,4,5-trimethoxybenzyl)-pyrimidine is stirred in 30 ml of 1N hydrochloric acid for 10 minutes at room temperature. The reaction mixture is then neutralised with 1N sodium hydroxide solution and the precipitating oil is taken up in methylene chloride. Chromatography on silica gel with the use of methylene chloride as eluant yields 2-[(tetrahydropyran-2-yloxy)-amino]-4-(hydroxyamino)-5-(3,4,5-trimethoxybenzyl)-pyrimidine, M.P. 190°-192°. Reactants: OC(CN(CC(C)O)CC(C)O)C (tris-(2-hydroxypropyl)amine), SnO2, S(O)(O)(=O)=O (sulfuric acid). Run at time 1 hour. Yields the product OC(CN1CC(OC(C1)C)C)C (N-(2-hydroxypropyl)-2,6-dimethylmorpholine). As a reaction SMILES: [OH:1][CH:2]([CH3:13])[CH2:3][N:4]([CH2:9][CH:10]([OH:12])[CH3:11])[CH2:5][CH:6](O)[CH3:7].S(=O)(=O)(O)O>>[OH:1][CH:2]([CH3:13])[CH2:3][N:4]1[CH2:9][CH:10]([CH3:11])[O:12][CH:6]([CH3:7])[CH2:5]1. Procedure: 3 g of tris-(2-hydroxypropyl)amine and 1 g of SnO2 doped with sulfuric acid were heated in a manner similar to that described in Example 3 for a period of 1 h at 250° C. There were obtained, in addition to 50 wt % of educt, 30 wt % of N-(2-hydroxypropyl)-2,6-dimethylmorpholine. Reactants: O=C([O-])O, Cc1ncccc1C(=O)O, CCN=C=NCCCN(C)C, CO, CCSc1c(Cl)cc2c([nH]c3cnccc32)c1N, Cl, [Na+], c1ccncc1. The product is CCSc1c(Cl)cc2c([nH]c3cnccc32)c1NC(=O)c1cccnc1C. Reaction SMILES: [C:41](=[O:42])([OH:43])[O-:44].[CH3:19][c:20]1[c:21]([C:22](=[O:23])[OH:24])[cH:25][cH:26][cH:27][n:28]1.[CH3:30][N:31]([CH3:32])[CH2:33][CH2:34][CH2:35][N:36]=[C:37]=[N:38][CH2:39][CH3:40].[CH3:52][OH:53].[Cl:1][c:2]1[cH:3][c:4]2[c:5]3[cH:6][cH:7][n:8][cH:9][c:10]3[nH:11][c:12]2[c:13]([NH2:18])[c:14]1[S:15][CH2:16][CH3:17].[ClH:29].[Na+:45].[cH:46]1[cH:47][cH:48][n:49][cH:50][cH:51]1>>[Cl:1][c:2]1[cH:3][c:4]2[c:5]3[cH:6][cH:7][n:8][cH:9][c:10]3[nH:11][c:12]2[c:13]([NH:18][C:22]([c:21]2[c:20]([CH3:19])[n:28][cH:27][cH:26][cH:25]2)=[O:23])[c:14]1[S:15][CH2:16][CH3:17]. Procedure details: 1 g of 4-cyclohexyl 2-methylthiocarbamoyl 1-morpholyl cyclohex-1 ene is dissolved in 20 ml ethanol at room temperature. To this solution 2 ml 4 N hydrochloric acid solution are added and the mixture becomes pale yellow. The reaction mixture is kept under stirring for 1/2 hour. 60 ml water are then added and a brownish-red precipitate appears. It is sucction-filtered, washed with water and further taken up in benzene until complete solution. The benzenic solution is dried, filtered and evaporated... RXN SMILES: [CH:1]1([CH:7]2[CH2:12][CH2:11][C:10](N3CCOCC3)=[C:9]([C:19](=[S:22])[NH:20][CH3:21])[CH2:8]2)[CH2:6][CH2:5][CH2:4][CH2:3][CH2:2]1.Cl.[OH2:24]>C(O)C>[CH:1]1([CH:7]2[CH2:12][CH2:11][C:10](=[O:24])[CH:9]([C:19](=[S:22])[NH:20][CH3:21])[CH2:8]2)[CH2:6][CH2:5][CH2:4][CH2:3][CH2:2]1. Run at time 0.5 hour. Reactants: O (water), solution, Cl (hydrochloric acid), C1(CCCCC1)C1CC(=C(CC1)N1CCOCC1)C(NC)=S (4-cyclohexyl 2-methylthiocarbamoyl 1-morpholyl cyclohex-1 ene). Solvent: C(C)O (ethanol). Yields the product C1(CCCCC1)C1CC(C(CC1)=O)C(NC)=S (4-cyclohexyl 2-methylthiocarbamoyl cyclohexanone).